From a dataset of the Open Reaction Database (ORD), a public repository of structured organic reaction records. describe an organic reaction: reactants, conditions, products, and yield Reactants: C(#N)C=1C=CC2=C([C@H]([C@@H](C(O2)(C)C)O)N)C1 (6-cyano-3,4-dihydro-2,2-dimethyl-trans-3-hydroxy-4-amino-2H-1-benzopyran), ClC\C(=C/C(=O)OC)\OC (4-chloro-3-methoxy-2-E-butenoic acid, methyl ester), C([O-])([O-])=O.[K+].[K+] (potassium carbonate), [I-].[Na+] (sodium iodide), C(C)(C)O (isopropanol). Yields the product C(#N)C=1C=CC2=C([C@H]([C@@H](C(O2)(C)C)O)N\C=C(/COC=C=O)\OC)C1 (6-cyano-3,4-dihydro-2,2-dimethyl-trans-3-hydroxy-4-(2-methoxy-3-carbonylmethoxy-2-E-propen-1-yl)amino-2H-1-benzopyran). RXN SMILES: [C:1]([C:3]1[CH:4]=[CH:5][C:6]2[O:11][C:10]([CH3:13])([CH3:12])[C@@H:9]([OH:14])[C@H:8]([NH2:15])[C:7]=2[CH:16]=1)#[N:2].ClC/[C:19](/[O:25][CH3:26])=[CH:20]\[C:21](OC)=O.[C:27](=[O:30])([O-])[O-].[K+].[K+].[I-].[Na+].[CH:35]([OH:38])(C)C>>[C:1]([C:3]1[CH:4]=[CH:5][C:6]2[O:11][C:10]([CH3:13])([CH3:12])[C@@H:9]([OH:14])[C@H:8]([NH:15]/[CH:21]=[C:20](/[O:30][CH3:27])\[CH2:19][O:25][CH:26]=[C:35]=[O:38])[C:7]=2[CH:16]=1)#[N:2] |f:2.3.4,5.6|. Procedure details: A mixture of 6-cyano-3,4-dihydro-2,2-dimethyl-trans-3-hydroxy-4-amino-2H-1-benzopyran (4.7 g), 4-chloro-3-methoxy-2-E-butenoic acid, methyl ester (3.55 g), potassium carbonate (5.95 g) and sodium iodide (3.2 g) was refluxed for 3 hours in isopropanol. After cooling the mixture was filtered and solvent removed from the filtrate under reduced pressure, to give 1.1 g of 6-cyano-3,4-dihydro-2,2-dimethyl-trans-3-hydroxy-4-(2-methoxy-3-carbonylmethoxy-2-E-propen-1-yl)amino-2H-1-benzopyran, a compound ... Reactants: C1(CCCCC1)[Sn](C1=C(C=CC=C1)C(C)O)(C1CCCCC1)C1CCCCC1 (tricyclohexyl [o-(1-hydroxyethyl)phenyl]tin), N1=CC=CC=C1 (pyridine), [N-]=[N+]=[N-].[Na+] (sodium azide), CS(=O)(=O)Cl (methane sulfonyl chloride). The yield is 27.4%. Reported procedure: 997 mg of tricyclohexyl [o-(1-hydroxyethyl)phenyl]tin (2.04 mmol) and 20 ml of pyridine were mixed together in a 20 ml two-neck flask, then 269 mg of methane sulfonyl chloride (2.35 mmol) was added dropwise thereto. After the mixture was stirred for 22 hours at a room temperature, a brown-colored solid, which had been obtained by concentrating the reaction solution under reduced pressure, was dissolved in 10 ml of dimethylformamide. Subsequently, 10 ml of a dimethylformamide solution containing ... Product: C1(CCCCC1)[Sn](C1=C(C=CC=C1)C(C)N=[N+]=[N-])(C1CCCCC1)C1CCCCC1 (tricyclohexyl [o-(1-azidoethyl)phenyl]tin). Reaction conditions: time 22 hour. Run in O (water), CN(C=O)C (dimethylformamide). As a reaction SMILES: [CH:1]1([Sn:7]([CH:23]2[CH2:28][CH2:27][CH2:26][CH2:25][CH2:24]2)([CH:17]2[CH2:22][CH2:21][CH2:20][CH2:19][CH2:18]2)[C:8]2[CH:13]=[CH:12][CH:11]=[CH:10][C:9]=2[CH:14](O)[CH3:15])[CH2:6][CH2:5][CH2:4][CH2:3][CH2:2]1.N1C=CC=CC=1.CS(Cl)(=O)=O.[N-:40]=[N+:41]=[N-:42].[Na+]>O.CN(C)C=O>[CH:1]1([Sn:7]([CH:23]2[CH2:28][CH2:27][CH2:26][CH2:25][CH2:24]2)([CH:17]2[CH2:22][CH2:21][CH2:20][CH2:19][CH2:18]2)[C:8]2[CH:13]=[CH:12][CH:11]=[CH:10][C:9]=2[CH:14]([N:40]=[N+:41]=[N-:42])[CH3:15])[CH2:6][CH2:5][CH2:4][CH2:3][CH2:2]1 |f:3.4|. As a reaction SMILES: [CH3:36][CH2:37][OH:38].[ClH:35].[Na+:34].[OH-:33].[cH:1]1[c:2]([S:11](=[O:12])(=[O:13])[N:14]2[CH2:15][CH:16]3[CH:17]([CH2:18]2)[CH2:19][N:20]([c:22]2[n:23][cH:24][c:25]([C:28](=[O:29])[O:30][CH2:31][CH3:32])[cH:26][n:27]2)[CH2:21]3)[cH:3][cH:4][c:5]2[cH:6][cH:7][cH:8][cH:9][c:10]12>>[cH:1]1[c:2]([S:11](=[O:12])(=[O:13])[N:14]2[CH2:15][CH:16]3[CH:17]([CH2:18]2)[CH2:19][N:20]([c:22]2[n:23][cH:24][c:25]([C:28](=[O:29])[OH:30])[cH:26][n:27]2)[CH2:21]3)[cH:3][cH:4][c:5]2[cH:6][cH:7][cH:8][cH:9][c:10]12. Starting materials: CCO, Cl, [Na+], [OH-], CCOC(=O)c1cnc(N2CC3CN(S(=O)(=O)c4ccc5ccccc5c4)CC3C2)nc1. Product: O=C(O)c1cnc(N2CC3CN(S(=O)(=O)c4ccc5ccccc5c4)CC3C2)nc1. Starting materials: CN(C)C=O, O=C(Cl)C(=O)Cl, O=C(O)c1cc(C(F)(F)F)ccc1Cl, ClCCl. The product is O=C(Cl)c1cc(C(F)(F)F)ccc1Cl. As a reaction SMILES: [CH3:21][N:22]([CH3:23])[CH:24]=[O:25].[Cl:15][C:16]([C:17]([Cl:18])=[O:19])=[O:20].[Cl:1][c:2]1[c:3]([C:4](=[O:5])[OH:6])[cH:7][c:8]([C:11]([F:12])([F:13])[F:14])[cH:9][cH:10]1.[Cl:26][CH2:27][Cl:28]>>[Cl:1][c:2]1[c:3]([C:4](=[O:5])[Cl:15])[cH:7][c:8]([C:11]([F:12])([F:13])[F:14])[cH:9][cH:10]1. The reactants are BrC1=C(C=C(C(=C1)OC)OC)CO ((2-Bromo-4,5-dimethoxy-phenyl)-methanol), S(=O)(Cl)Cl (thionyl chloride). The solvent is C(Cl)Cl (methylene chloride). Run at time 30 minute. Yields the product BrC1=C(C=C(C(=C1)OC)OC)CCl (1-bromo-2-chloromethyl-4,5-dimethoxy-benzene). As a reaction SMILES: [Br:1][C:2]1[CH:7]=[C:6]([O:8][CH3:9])[C:5]([O:10][CH3:11])=[CH:4][C:3]=1[CH2:12]O.S(Cl)([Cl:16])=O>C(Cl)Cl>[Br:1][C:2]1[CH:7]=[C:6]([O:8][CH3:9])[C:5]([O:10][CH3:11])=[CH:4][C:3]=1[CH2:12][Cl:16]. Procedure: (2-Bromo-4,5-dimethoxy-phenyl)-methanol (2.47 g) is dissolved in methylene chloride (30 ml) and thereto is added thionyl chloride (875 μl), and the mixture is stirred at room temperature for 30 minutes. The reaction solution is concentrated under reduced pressure, and thereto is added hexane and the resulting crystal is filtered to give 1-bromo-2-chloromethyl-4,5-dimethoxy-benzene (2.25 g). MS (m/z): 229/231 Reactants: ClC(=O)OCC (ethyl chloroformate), anhydride 1-carboethoxy-1-ethoxycarbonyloxycarbonyl-2-cyclopropene, C1(C=C1)(C(=O)OCC)C(=O)[O-] (monoethyl cyclopropene-1,1-dicarboxylate), C([O-])([O-])=O.[K+].[K+] (potassium carbonate), C1CCC2C(C1)OCCOCCOC3CCCCC3OCCOCCO2 (dicyclohexano-18-crown-6 ether), anhydride. The solvent is C1CCOC1 (THF), C1CCOC1 (THF). Conditions: temperature 0 celsius, time 2 hour. Product: C(=O)(OCC)C1(C=C1)C(=O)OC(=O)OCC (1-carboethoxy-1-ethoxycarbonyloxycarbonyl-2-cyclopropene). As a reaction SMILES: [C:1]1([C:9]([O-:11])=[O:10])([C:4]([O:6][CH2:7][CH3:8])=[O:5])[CH:3]=[CH:2]1.C(=O)([O-])[O-].[K+].[K+].C1CC2OCCOCCOC3C(OCCOCCOC2CC1)CCCC3.Cl[C:45]([O:47][CH2:48][CH3:49])=[O:46]>C1COCC1>[C:4]([C:1]1([C:9]([O:11][C:45]([O:47][CH2:48][CH3:49])=[O:46])=[O:10])[CH:2]=[CH:3]1)([O:6][CH2:7][CH3:8])=[O:5] |f:1.2.3|. Procedure: A 250 milliliter round-bottom flask was equipped with a magnetic stirrer and an addition funnel with N2 inlet. The flask was charged with 1.30 grams (0.008 mole) of monoethyl cyclopropene-1,1-dicarboxylate, 50 millilaters of dry THF, 2.3 grams (0.02 mole) of potassium carbonate (anhydrous), and 450 milligrams of dicyclohexano-18-crown-6 ether. The stirred reaction mixture was cooled to 0° C., and 0.90 gram (0.008 mole) of ethyl chloroformate in 10 millilaters of THF was added dropwise. The mixtu... The reactants are C1(CCCCC1)=NO (cyclohexanone oxime), C(C)(=O)[O-].C(C)(=O)[O-].C(C)(=O)[O-].C(C)(=O)[O-].[Pb+4] (lead tetraacetate), P(=O)(OCCCC)(OCCCC)[O-] (dibutyl phosphate). Procedure details: Dibutyl 1-nitrosocyclohexyl phosphate was prepared from cyclohexanone oxime, lead tetraacetate and dibutyl phosphate using conditions of General Method 3. 1H NMR (400 MHz, chloroform-d) δ 4.12-4.21 (1H, m), 4.00 (3H, q, 6.7 Hz), 1.61-1.79 (6H, m), 1.36-1.48 (5H, m), 1.25-1.35 (4H, m), 0.86-0.97 (9H, m). As a reaction SMILES: [C:1]1(=[N:7][OH:8])[CH2:6][CH2:5][CH2:4][CH2:3][CH2:2]1.C([O-])(=O)C.C([O-])(=O)C.C([O-])(=O)C.C([O-])(=O)C.[Pb+4].[P:26]([O-:38])([O:33][CH2:34][CH2:35][CH2:36][CH3:37])([O:28][CH2:29][CH2:30][CH2:31][CH3:32])=[O:27]>>[P:26]([O:38][C:1]1([N:7]=[O:8])[CH2:6][CH2:5][CH2:4][CH2:3][CH2:2]1)([O:28][CH2:29][CH2:30][CH2:31][CH3:32])([O:33][CH2:34][CH2:35][CH2:36][CH3:37])=[O:27] |f:1.2.3.4.5|. The product is P(=O)(OCCCC)(OCCCC)OC1(CCCCC1)N=O (Dibutyl 1-nitrosocyclohexyl phosphate).